From a dataset of the Open Reaction Database (ORD), a public repository of structured organic reaction records. describe an organic reaction: reactants, conditions, products, and yield Reactants: C1=CC=CC=2C3=CC=CC=C3C(C12)COC(=O)N1C[C@@H](C[C@H](C1)NC(=O)OC(C)(C)C)C(=O)O ((3R*,5R*)-5-tert-butoxycarbonylamino-piperidine-1,3-dicarboxylic acid 1-(9H-fluoren-9-ylmethyl) ester), C1(CC1)NCC1=C(C(=CC=C1)Cl)Cl (cyclopropyl-(2,3-dichloro-benzyl)-amine), C(C)N(C(C)C)C(C)C (N-ethyldiisopropylamine), CCCP(=O)=O (propylphosphonic anhydride). Solvent: CC(=O)N(C)C (dimethylacetamide). Conditions: time 14 hour. Yields the product C1=CC=CC=2C3=CC=CC=C3C(C12)COC(=O)N1C[C@@H](C[C@H](C1)C(N(CC1=C(C(=CC=C1)Cl)Cl)C1CC1)=O)NC(=O)OC(C)(C)C ((3R*,5R*)-3-tert-butoxycarbonylamino-5-[cyclopropyl-(2,3-dichloro-benzyl)-carbamoyl]piperidine-1-carboxylic acid 9H-fluoren-9-ylmethyl ester). As a reaction SMILES: [CH:1]1[C:13]2[CH:12]([CH2:14][O:15][C:16]([N:18]3[CH2:23][C@H:22]([NH:24][C:25]([O:27][C:28]([CH3:31])([CH3:30])[CH3:29])=[O:26])[CH2:21][C@@H:20]([C:32](O)=[O:33])[CH2:19]3)=[O:17])[C:11]3[C:6](=[CH:7][CH:8]=[CH:9][CH:10]=3)[C:5]=2[CH:4]=[CH:3][CH:2]=1.[CH:35]1([NH:38][CH2:39][C:40]2[CH:45]=[CH:44][CH:43]=[C:42]([Cl:46])[C:41]=2[Cl:47])[CH2:37][CH2:36]1.C(N(C(C)C)C(C)C)C.CCCP(=O)=O>CC(N(C)C)=O>[CH:10]1[C:11]2[CH:12]([CH2:14][O:15][C:16]([N:18]3[CH2:19][C@H:20]([C:32](=[O:33])[N:38]([CH:35]4[CH2:36][CH2:37]4)[CH2:39][C:40]4[CH:45]=[CH:44][CH:43]=[C:42]([Cl:46])[C:41]=4[Cl:47])[CH2:21][C@@H:22]([NH:24][C:25]([O:27][C:28]([CH3:31])([CH3:30])[CH3:29])=[O:26])[CH2:23]3)=[O:17])[C:13]3[C:5](=[CH:4][CH:3]=[CH:2][CH:1]=3)[C:6]=2[CH:7]=[CH:8][CH:9]=1. Procedure: To a stirred, ice-cooled mixture of (3R*,5R*)-5-tert-butoxycarbonylamino-piperidine-1,3-dicarboxylic acid 1-(9H-fluoren-9-ylmethyl) ester (233 mg, 0.5 mmol), cyclopropyl-(2,3-dichloro-benzyl)-amine (112 mg, 0.52 mmol) and N-ethyldiisopropylamine (685 μL, 4 mmol) in dimethylacetamide (3 mL), propylphosphonic anhydride solution (˜50% in DMF, 0.48 mL, ˜0.75 mmol) is added. The mixture is stirred for 14 h at RT. After evaporation of the solvent in vacuo, the residue is diluted with ethyl acetate and...